This data is from the Open Reaction Database (ORD), a public repository of structured organic reaction records. The task is: describe an organic reaction: reactants, conditions, products, and yield The reactants are FC(C(=O)O)(F)F (trifluoroacetic acid), COCOC1=C(C=C(C(=O)OC)C=C1)OC(F)(F)F (Methyl 4-methoxymethoxy-3-trifluoromethoxybenzoate), O (Water). Solvent: C(Cl)(Cl)Cl (chloroform). Run at time 1 hour. Product: OC1=C(C=C(C(=O)OC)C=C1)OC(F)(F)F (methyl 4-hydroxy-3-trifluoromethoxybenzoate). Isolated yield 69.6%. As a reaction SMILES: COC[O:4][C:5]1[CH:14]=[CH:13][C:8]([C:9]([O:11][CH3:12])=[O:10])=[CH:7][C:6]=1[O:15][C:16]([F:19])([F:18])[F:17].FC(F)(F)C(O)=O.O>C(Cl)(Cl)Cl>[OH:4][C:5]1[CH:14]=[CH:13][C:8]([C:9]([O:11][CH3:12])=[O:10])=[CH:7][C:6]=1[O:15][C:16]([F:17])([F:18])[F:19]. Procedure: Methyl 4-methoxymethoxy-3-trifluoromethoxybenzoate (590 mg) was dissolved in chloroform (10 mL), and trifluoroacetic acid (5 mL) was added to the solution, and then the mixture was stirred at room temperature for 1 hour. Water was added to the solution, and then the mixture was extracted with chloroform. The organic layer was washed with saturated brine, and then dried over anhydrous sodium sulfate. The solvent was distilled off under reduced pressure and the obtained residue was washed with n-h... Starting materials: C(CC)S (n-propyl mercaptan), C1(=CC=CC=C1)S (thiophenol), C([O-])([O-])=O.[K+].[K+] (potassium carbonate), ClC1=C(N)C=C(C(=C1)[N+](=O)[O-])Cl (2.5-dichloro-4-nitroaniline). The solvent is CC(=O)C (dimethylformaldehyde). Product: ClC1=C(N)C=C(C(=C1)[N+](=O)[O-])SCCC (2-chloro-4nitro-5-n-propylthioaniline), ClC1=C(N)C=C(C(=C1)[N+](=O)[O-])SC1=CC=CC=C1 (2-chloro-4-nitro-5-phenylthioaniline). As a reaction SMILES: [Cl:1][C:2]1[CH:8]=[C:7]([N+:9]([O-:11])=[O:10])[C:6](Cl)=[CH:5][C:3]=1[NH2:4].[CH2:13]([SH:16])[CH2:14][CH3:15].[C:17]1([SH:23])[CH:22]=[CH:21][CH:20]=[CH:19][CH:18]=1.C(=O)([O-])[O-].[K+].[K+]>CC(C)=O>[Cl:1][C:2]1[CH:8]=[C:7]([N+:9]([O-:11])=[O:10])[C:6]([S:16][CH2:13][CH2:14][CH3:15])=[CH:5][C:3]=1[NH2:4].[Cl:1][C:2]1[CH:8]=[C:7]([N+:9]([O-:11])=[O:10])[C:6]([S:23][C:17]2[CH:22]=[CH:21][CH:20]=[CH:19][CH:18]=2)=[CH:5][C:3]=1[NH2:4] |f:3.4.5|. Procedure details: Similarly, 2.5-dichloro-4-nitroaniline is allowed to react with n-propyl mercaptan and thiophenol in dimethylformaldehyde at 100° C. in the presence of potassium carbonate to afford 2-chloro-4nitro-5-n-propylthioaniline, m.p. 125°-127° C., and 2-chloro-4-nitro-5-phenylthioaniline, m.p. 163°-166° C. Reactants: O=C([O-])[O-], CC(C)(C)N=C=O, Cc1cc(Oc2ccc(C(F)(F)F)cc2[N+](=O)[O-])n[nH]1, Cl, [K+], [K+], CN(C)C=O. Product: Cc1cc(Oc2ccc(C(F)(F)F)cc2[N+](=O)[O-])nn1C(=O)NC(C)(C)C. Reaction SMILES: [C:1](=[O:2])([O-:3])[O-:4].[C:7]([CH3:8])([CH3:9])([CH3:10])[N:11]=[C:12]=[O:13].[CH3:14][c:15]1[cH:16][c:17]([O:20][c:21]2[c:22]([N+:31](=[O:32])[O-:33])[cH:23][c:24]([C:27]([F:28])([F:29])[F:30])[cH:25][cH:26]2)[n:18][nH:19]1.[ClH:34].[K+:5].[K+:6].[O:35]=[CH:36][N:37]([CH3:38])[CH3:39]>>[C:7]([CH3:8])([CH3:9])([CH3:10])[NH:11][C:12](=[O:13])[n:19]1[c:15]([CH3:14])[cH:16][c:17]([O:20][c:21]2[c:22]([N+:31](=[O:32])[O-:33])[cH:23][c:24]([C:27]([F:28])([F:29])[F:30])[cH:25][cH:26]2)[n:18]1. Starting materials: COc1cccc(N)c1, O=C(O)c1cc(Cl)ccc1O. The product is COc1cccc(NC(=O)c2cc(Cl)ccc2O)c1. As a reaction SMILES: [CH3:12][O:13][c:14]1[cH:15][c:16]([NH2:20])[cH:17][cH:18][cH:19]1.[OH:1][C:2](=[O:3])[c:4]1[cH:5][c:6]([Cl:7])[cH:8][cH:9][c:10]1[OH:11]>>[C:2](=[O:3])([c:4]1[cH:5][c:6]([Cl:7])[cH:8][cH:9][c:10]1[OH:11])[NH:20][c:16]1[cH:15][c:14]([O:13][CH3:12])[cH:19][cH:18][cH:17]1. The reactants are [N+](=O)([O-])C1=C(C=CC=C1)S(=O)(=O)NC1CCCC=2C=CC=NC12 (8-(2-nitrobenzenesulfonyl)amino-5,6,7,8-tetrahydroquinoline), ClCC1=CC=C(C(=O)NCC2=NC=CC=C2)C=C1 (4-Chloromethyl-N-pyridin-2-ylmethyl-benzamide), C(=O)([O-])[O-].[K+].[K+] (K2CO3). Run in CC#N (CH3CN), C(C)(=O)OCC (ethyl acetate). Product: [N+](=O)([O-])C1=C(C=CC=C1)S(=O)(=O)N(C1CCCC=2C=CC=NC12)CC1=CC=C(C(=O)NCC2=NC=CC=C2)C=C1 (4-{[(2-Nitrobenzenesulfonyl)-(5,6,7,8-tetrahydro-quinolin-8-yl)-amino]-methyl}-N-pyridin-2-ylmethyl-benzamide). Isolated yield 90.1%. Reaction SMILES: [N+:1]([C:4]1[CH:9]=[CH:8][CH:7]=[CH:6][C:5]=1[S:10]([NH:13][CH:14]1[C:23]2[N:22]=[CH:21][CH:20]=[CH:19][C:18]=2[CH2:17][CH2:16][CH2:15]1)(=[O:12])=[O:11])([O-:3])=[O:2].Cl[CH2:25][C:26]1[CH:41]=[CH:40][C:29]([C:30]([NH:32][CH2:33][C:34]2[CH:39]=[CH:38][CH:37]=[CH:36][N:35]=2)=[O:31])=[CH:28][CH:27]=1.C([O-])([O-])=O.[K+].[K+]>CC#N.C(OCC)(=O)C>[N+:1]([C:4]1[CH:9]=[CH:8][CH:7]=[CH:6][C:5]=1[S:10]([N:13]([CH2:25][C:26]1[CH:27]=[CH:28][C:29]([C:30]([NH:32][CH2:33][C:34]2[CH:39]=[CH:38][CH:37]=[CH:36][N:35]=2)=[O:31])=[CH:40][CH:41]=1)[CH:14]1[C:23]2[N:22]=[CH:21][CH:20]=[CH:19][C:18]=2[CH2:17][CH2:16][CH2:15]1)(=[O:11])=[O:12])([O-:3])=[O:2] |f:2.3.4|. Procedure details: 8-(2-nitrobenzenesulfonyl)amino-5,6,7,8-tetrahydroquinoline (402 mg, 1.20 mmol), 4-Chloromethyl-N-pyridin-2-ylmethyl-benzamide (314 mg, 1.20 mmol), and K2CO3 (498 mg, 3.60 mmol) were heated to reflux in CH3CN (4 mL) for 24 hours under N2. The reaction mixture was diluted with 200 mL ethyl acetate, and washed with sat. NaHCO3, then brine and dried over Na2SO4. Evaporation of the solvent and purification of the residue by flash chromatography on silica gel, using 50% ethyl acetate in CH2Cl2, affor... Product: CN1C(N(C(C=C1N1CCN(CC1)CC(CO)C1=CC=CC=C1)=O)C)=O (1,3-dimethyl-6-[4-(3-hydroxy-2-phenylpropyl)piperazin-1-yl]-2,4(1H,3H)-pyrimidinedione). Procedure details: 1.3 g of 1,3-dimethyl-6-[4-(2-ethoxycarbonyl-2-phenylethyl)piperazin-1-yl]-2,4(1H,3H)-pyrimidinedione obtained in Example 4 was dissolved in 50 ml of tetrahydrofuran, and while the resulting solution was cooled to -20° C., 1.1 g of aluminum lithium hydride was divided into several portions and then added thereto separately. After stirring at -10° C. for 1 hour, 0.7 ml of water was added to the solution at the same temperature. The reaction solution was stirred for 2 or 3 hours, and 3 g of anhydr... As a reaction SMILES: [CH3:1][N:2]1[C:7]([N:8]2[CH2:13][CH2:12][N:11]([CH2:14][CH:15]([C:22](OCC)=[O:23])[C:16]3[CH:21]=[CH:20][CH:19]=[CH:18][CH:17]=3)[CH2:10][CH2:9]2)=[CH:6][C:5](=[O:27])[N:4]([CH3:28])[C:3]1=[O:29].[H-].[Li+].[Al+3].[H-].[H-].[H-].O.S([O-])([O-])(=O)=O.[Na+].[Na+]>O1CCCC1>[CH3:1][N:2]1[C:7]([N:8]2[CH2:13][CH2:12][N:11]([CH2:14][CH:15]([C:16]3[CH:21]=[CH:20][CH:19]=[CH:18][CH:17]=3)[CH2:22][OH:23])[CH2:10][CH2:9]2)=[CH:6][C:5](=[O:27])[N:4]([CH3:28])[C:3]1=[O:29] |f:1.2.3.4.5.6,8.9.10|. Reactants: S(=O)(=O)([O-])[O-].[Na+].[Na+] (sodium sulfate), CN1C(N(C(C=C1N1CCN(CC1)CC(C1=CC=CC=C1)C(=O)OCC)=O)C)=O (1,3-dimethyl-6-[4-(2-ethoxycarbonyl-2-phenylethyl)piperazin-1-yl]-2,4(1H,3H)-pyrimidinedione), O (water), [H-].[Li+].[Al+3].[H-].[H-].[H-] (aluminum lithium hydride). The solvent is O1CCCC1 (tetrahydrofuran). Reaction conditions: temperature -20 celsius, time 1 hour. Yield: 43.0%.